Task: describe an organic reaction: reactants, conditions, products, and yield. Dataset: the Open Reaction Database (ORD), a public repository of structured organic reaction records Starting materials: BrC1=C(CC(C1)(C)C)Br (1,2-dibromo-4,4-dimethylcyclopentene), FC1=CC=C(C=C1)B(O)O (4-fluorophenylboronic acid), C(C)O (ethanol), C(=O)([O-])[O-].[Na+].[Na+] (Na2CO3). The reagents and catalysts are C=1C=CC(=CC1)[P](C=2C=CC=CC2)(C=3C=CC=CC3)[Pd]([P](C=4C=CC=CC4)(C=5C=CC=CC5)C=6C=CC=CC6)([P](C=7C=CC=CC7)(C=8C=CC=CC8)C=9C=CC=CC9)[P](C=1C=CC=CC1)(C=1C=CC=CC1)C=1C=CC=CC1 (Pd(PPh3)4). Run in C1(=CC=CC=C1)C (toluene). Yields the product BrC1=C(CCC1)C1=CC=C(C=C1)F (1-(2-bromocyclopenten-1-yl)-4-fluorobenzene). Isolated yield 24.1%. Reaction SMILES: Br[C:2]1[CH2:6][C:5](C)(C)[CH2:4][C:3]=1[Br:9].[F:10][C:11]1[CH:16]=[CH:15][C:14](B(O)O)=[CH:13][CH:12]=1.C(O)C.C([O-])([O-])=O.[Na+].[Na+]>C1(C)C=CC=CC=1.C1C=CC([P]([Pd]([P](C2C=CC=CC=2)(C2C=CC=CC=2)C2C=CC=CC=2)([P](C2C=CC=CC=2)(C2C=CC=CC=2)C2C=CC=CC=2)[P](C2C=CC=CC=2)(C2C=CC=CC=2)C2C=CC=CC=2)(C2C=CC=CC=2)C2C=CC=CC=2)=CC=1>[Br:9][C:3]1[CH2:4][CH2:5][CH2:6][C:2]=1[C:14]1[CH:15]=[CH:16][C:11]([F:10])=[CH:12][CH:13]=1 |f:3.4.5,^1:39,41,60,79|. Procedure: Under nitrogen, 1.3 g (5.1 mmol) of 1,2-dibromo-4,4-dimethylcyclopentene (Step 8) was reacted with 600 mg (4.3 mmol) of 4-fluorophenylboronic acid (Lancaster) in 23 mL of toluene, 15 mL of of ethanol, and 10 mL of 2M Na2CO3 in the presence of 250 mg (5 mol %) of Pd(PPh3)4. The reaction was vigorously stirred at reflux overnight and concentrated in vacuo. The residue was dissolved in ethyl acetate and washed with water, dried (Na2SO4), and reconcentrated. Purification by silica gel chromatography... Starting materials: COC([C@H]1N(CCC1)C(CCCCCCCCCCC\C=C/CCCCCCCC)=O)=O (N-erucoyl-proline methyl ester), Cl.NCC(=O)N (glycine amide hydrochloride), C([O-])([O-])=O.[K+].[K+] (potassium carbonate), C(CCCCCCCCCCC\C=C/CCCCCCCC)(=O)O (erucic acid), acid chloride. Run in C1CCOC1 (THF), O (water). Yields the product C(CCCCCCCCCCC\C=C/CCCCCCCC)(=O)NC(CN)=O (N-erucoyl glycinamide). The yield is 44.0%. Reaction SMILES: COC(=O)[C@@H]1CCCN1C(=O)CCCCCCCCCCC/C=C\CCCCCCCC.[C:33]([OH:56])(=O)[CH2:34][CH2:35][CH2:36][CH2:37][CH2:38][CH2:39][CH2:40][CH2:41][CH2:42][CH2:43][CH2:44]/[CH:45]=[CH:46]\[CH2:47][CH2:48][CH2:49][CH2:50][CH2:51][CH2:52][CH2:53][CH3:54].Cl.[NH2:58][CH2:59][C:60]([NH2:62])=[O:61].C(=O)([O-])[O-].[K+].[K+]>C1COCC1.O>[C:33]([NH:62][C:60](=[O:61])[CH2:59][NH2:58])(=[O:56])[CH2:34][CH2:35][CH2:36][CH2:37][CH2:38][CH2:39][CH2:40][CH2:41][CH2:42][CH2:43][CH2:44]/[CH:45]=[CH:46]\[CH2:47][CH2:48][CH2:49][CH2:50][CH2:51][CH2:52][CH2:53][CH3:54] |f:2.3,4.5.6|. Procedure: In a manner similar to (i), erucic acid (2.12 g) was converted to its acid chloride, to which was added glycine amide hydrochloride (692 mg). The mixture was stirred in THF (5 ml)-water (3 ml) in the presence of potassium carbonate (2 g) at room temperature for three hours. The solvent was concentrated, and the residue was washed with water and methylene chloride. Resulting precipitates were air-dried, followed by recrystallization from ethanol to afford colorless crystals [1.08 g (yield 44%)], ... Reactants: CC(C)(C)OC(=O)N1CC(F)(F)CC1CO, C1CCOC1, CC(C)OC(=O)N=NC(=O)OC(C)C, COC(=O)c1ccc(O)cc1, c1ccc(P(c2ccccc2)c2ccccc2)cc1. Product: COC(=O)c1ccc(OCC2CC(F)(F)CN2C(=O)OC(C)(C)C)cc1. RXN SMILES: [C:1]([CH3:2])([CH3:3])([CH3:4])[O:5][C:6](=[O:7])[N:8]1[CH:9]([CH2:15][OH:16])[CH2:10][C:11]([F:13])([F:14])[CH2:12]1.[CH2:61]1[O:62][CH2:63][CH2:64][CH2:65]1.[O:47]=[C:48]([O:49][CH:50]([CH3:51])[CH3:52])[N:53]=[N:54][C:55]([O:56][CH:57]([CH3:58])[CH3:59])=[O:60].[OH:17][c:18]1[cH:19][cH:20][c:21]([C:22](=[O:23])[O:24][CH3:25])[cH:26][cH:27]1.[c:28]1([P:29]([c:30]2[cH:31][cH:32][cH:33][cH:34][cH:35]2)[c:36]2[cH:37][cH:38][cH:39][cH:40][cH:41]2)[cH:42][cH:43][cH:44][cH:45][cH:46]1>>[C:1]([CH3:2])([CH3:3])([CH3:4])[O:5][C:6](=[O:7])[N:8]1[CH:9]([CH2:15][O:16][c:18]2[cH:19][cH:20][c:21]([C:22](=[O:23])[O:24][CH3:25])[cH:26][cH:27]2)[CH2:10][C:11]([F:13])([F:14])[CH2:12]1. Reactants: ClC(C(=O)N)Cl (2,2-dichloroacetamide), P(Cl)(Cl)(Cl)(Cl)Cl (phosphorus pentachloride), C(=O)O (Formic acid). Run in C(Cl)(Cl)(Cl)Cl (carbon tetrachloride). Conditions: time 1 hour. The product is ClP(=O)(NC(C(Cl)Cl)=O)Cl (N-(dichlorophosphinyl)-2,2-dichloroacetamide). The yield is 81.7%. RXN SMILES: [Cl:1][CH:2]([Cl:6])[C:3]([NH2:5])=[O:4].[P:7]([Cl:12])(Cl)(Cl)(Cl)[Cl:8].C(O)=[O:14]>C(Cl)(Cl)(Cl)Cl>[Cl:8][P:7]([Cl:12])([NH:5][C:3](=[O:4])[CH:2]([Cl:6])[Cl:1])=[O:14]. Reported procedure: A reaction mixture consisting of 2,2-dichloroacetamide (6.4 g, 50 mmol), phosphorus pentachloride (10.4 g, 50 mmol), and carbon tetrachloride (50 mL) was stirred under nitrogen while heated at reflux for 30 minutes. A clear solution resulted, which was cooled to room temperature. Formic acid (1.9 mL, 50 mmol) was added dropwise with stirring, and formation of a white precipitate was observed. The stirring was continued for 1 hour at ambient temperature. The white solid was separated by filtratio... Starting materials: Clc1ncccn1, [H-], [Na+], CN(C)C=O, O=Cc1ccc(O)cc1. Yields the product O=Cc1ccc(Oc2ncccn2)cc1. RXN SMILES: [Cl:12][c:13]1[n:14][cH:15][cH:16][cH:17][n:18]1.[H-:1].[Na+:2].[O:19]=[CH:20][N:21]([CH3:22])[CH3:23].[OH:3][c:4]1[cH:5][cH:6][c:7]([CH:8]=[O:9])[cH:10][cH:11]1>>[O:3]([c:4]1[cH:5][cH:6][c:7]([CH:8]=[O:9])[cH:10][cH:11]1)[c:13]1[n:14][cH:15][cH:16][cH:17][n:18]1. Starting materials: C(=O)(OC(C)(C)C)N1CCC(CC1)OC1=CC(=CC(=C1)C(F)(F)F)N (1-Boc-4-(3-amino-5-trifluoromethyl-phenoxy)-piperidine), ClC1=NC=CC=C1C(=O)Cl (2-chloropyridine-3-carbonyl chloride), C(=O)(OC(C)(C)C)N1CCC(CC1)OC1=CC(=CC(=C1)C(F)(F)F)NC(=O)C=1C(=NC=CC1)F (1-Boc-4-{3-[(2-fluoro-pyridine-3-carbonyl)-amino]-5-trifluoromethyl-phenoxy}-piperidine). Yields the product C(=O)(OC(C)(C)C)N1CCC(CC1)OC1=CC(=CC(=C1)C(F)(F)F)NC(=O)C=1C(=NC=CC1)Cl (1-Boc-4-{3-[(2-chloro-pyridine-3-carbonyl)-amino]-5-trifluoromethyl-phenoxy}-piperidine). As a reaction SMILES: [C:1]([N:8]1[CH2:13][CH2:12][CH:11]([O:14][C:15]2[CH:20]=[C:19]([C:21]([F:24])([F:23])[F:22])[CH:18]=[C:17]([NH2:25])[CH:16]=2)[CH2:10][CH2:9]1)([O:3][C:4]([CH3:7])([CH3:6])[CH3:5])=[O:2].[Cl:26][C:27]1[C:32]([C:33](Cl)=[O:34])=[CH:31][CH:30]=[CH:29][N:28]=1.C(N1CCC(OC2C=C(C(F)(F)F)C=C(NC(C3C(F)=NC=CC=3)=O)C=2)CC1)(OC(C)(C)C)=O>>[C:1]([N:8]1[CH2:13][CH2:12][CH:11]([O:14][C:15]2[CH:20]=[C:19]([C:21]([F:24])([F:23])[F:22])[CH:18]=[C:17]([NH:25][C:33]([C:32]3[C:27]([Cl:26])=[N:28][CH:29]=[CH:30][CH:31]=3)=[O:34])[CH:16]=2)[CH2:10][CH2:9]1)([O:3][C:4]([CH3:7])([CH3:6])[CH3:5])=[O:2]. Reported procedure: 1-Boc-4-{3-[(2-chloro-pyridine-3-carbonyl)-amino]-5-trifluoromethyl-phenoxy}-piperidine was prepared from 1-Boc-4-(3-amino-5-trifluoromethyl-phenoxy)-piperidine and 2-chloropyridine-3-carbonyl chloride by a procedure similar to that described in the preparation of 1-Boc-4-{3-[(2-fluoro-pyridine-3-carbonyl)-amino]-5-trifluoromethyl-phenoxy}-piperidine. Starting materials: C(C)OC(C(C)(C)S(=O)(=O)C)=O (2-methanesulfonyl-2-methyl-propionic acid ethyl ester), O.[OH-].[Li+] (lithium hydroxide monohydrate). Run in O (water), C1CCOC1.O (THF water). Conditions: time 18 hour. Yields the product CS(=O)(=O)C(C(=O)O)(C)C (2-methanesulfonyl-2-methyl-propionic acid). The yield is 95.6%. Reaction SMILES: C([O:3][C:4](=[O:12])[C:5]([S:8]([CH3:11])(=[O:10])=[O:9])([CH3:7])[CH3:6])C.O.[OH-].[Li+]>C1COCC1.O.O>[CH3:11][S:8]([C:5]([CH3:7])([CH3:6])[C:4]([OH:12])=[O:3])(=[O:10])=[O:9] |f:1.2.3,4.5|. Reported procedure: To a solution of 500 mg (2.6 mmol) of 2-methanesulfonyl-2-methyl-propionic acid ethyl ester in THF/water (4/1, 5 mL) were added 270 mg (6.6 mmol) of lithium hydroxide monohydrate. The reaction was stirred at room temperature for 18 h. The reaction was further diluted with water (20 mL) and then washed with DCM (2×15 mL). The basic aqueous layer was cooled in an ice bath and acidified with 1M aqueous HCl solution to pH 2. The acidic aqueous layer was extracted with isopropanol/chloroform (1/1, 3×... Starting materials: CC(=O)OC(c1ccccc1)c1ccc(NC(=O)C2CC(c3cccnc3)=NO2)cc1, C1CCOC1, CO, [Na+], [OH-]. Yields the product O=C(Nc1ccc(C(O)c2ccccc2)cc1)C1CC(c2cccnc2)=NO1. RXN SMILES: [C:3](=[O:4])([CH3:5])[O:6][CH:7]([c:8]1[cH:9][cH:10][cH:11][cH:12][cH:13]1)[c:14]1[cH:15][cH:16][c:17]([NH:20][C:21](=[O:22])[CH:23]2[CH2:24][C:25]([c:28]3[cH:29][n:30][cH:31][cH:32][cH:33]3)=[N:26][O:27]2)[cH:18][cH:19]1.[CH2:36]1[O:37][CH2:38][CH2:39][CH2:40]1.[CH3:34][OH:35].[Na+:2].[OH-:1]>>[OH:6][CH:7]([c:8]1[cH:9][cH:10][cH:11][cH:12][cH:13]1)[c:14]1[cH:15][cH:16][c:17]([NH:20][C:21](=[O:22])[CH:23]2[CH2:24][C:25]([c:28]3[cH:29][n:30][cH:31][cH:32][cH:33]3)=[N:26][O:27]2)[cH:18][cH:19]1. Reactants: aqueous solution, [OH-].[Na+] (sodium hydroxide), C(C)O (ethanol), O1CCCC1 (tetrahydrofuran), Cl.ClC=1C=C2C=CC(=CC2=CC1)S(=O)(=O)N1CC(N(CC1)C(C1=CC=C(C=C1)C1=CC=NC=C1)=O)C(=O)OCC (4-[(6-chloronaphthalen-2-yl)sulfonyl]-2-ethoxycarbonyl-1-[4-(pyridin-4-yl)benzoyl]piperazine hydrochloride). The solvent is O (water). Reaction conditions: time 90 minute. The product is Cl.ClC=1C=C2C=CC(=CC2=CC1)S(=O)(=O)N1CC(N(CC1)C(C1=CC=C(C=C1)C1=CC=NC=C1)=O)C(=O)O (4-[(6-Chloronaphthalen-2-yl)sulfonyl]-1-[4-(pyridin-4-yl)benzoyl]piperazine-2-carboxylic acid hydrochloride). The yield is 85.6%. As a reaction SMILES: C(O)C.O1CCCC1.Cl.[Cl:10][C:11]1[CH:12]=[C:13]2[C:18](=[CH:19][CH:20]=1)[CH:17]=[C:16]([S:21]([N:24]1[CH2:29][CH2:28][N:27]([C:30](=[O:43])[C:31]3[CH:36]=[CH:35][C:34]([C:37]4[CH:42]=[CH:41][N:40]=[CH:39][CH:38]=4)=[CH:33][CH:32]=3)[CH:26]([C:44]([O:46]CC)=[O:45])[CH2:25]1)(=[O:23])=[O:22])[CH:15]=[CH:14]2.[OH-].[Na+]>O>[ClH:10].[Cl:10][C:11]1[CH:12]=[C:13]2[C:18](=[CH:19][CH:20]=1)[CH:17]=[C:16]([S:21]([N:24]1[CH2:29][CH2:28][N:27]([C:30](=[O:43])[C:31]3[CH:36]=[CH:35][C:34]([C:37]4[CH:42]=[CH:41][N:40]=[CH:39][CH:38]=4)=[CH:33][CH:32]=3)[CH:26]([C:44]([OH:46])=[O:45])[CH2:25]1)(=[O:23])=[O:22])[CH:15]=[CH:14]2 |f:2.3,4.5,7.8|. Procedure: In a mixed solvent of ethanol (1 ml), tetrahydrofuran (1 ml) and water (1 ml), 4-[(6-chloronaphthalen-2-yl)sulfonyl]-2-ethoxycarbonyl-1-[4-(pyridin-4-yl)benzoyl]piperazine hydrochloride (152 mg) obtained in Example A-2 was dissolved under ice cooling, followed by the dropwise addition of a 1N aqueous solution of sodium hydroxide. The reaction mixture was stirred at room temperature for 90 minutes. After concentration under reduced pressure, 1N hydrochloric acid was added to the reaction mixture ...